From a dataset of the Open Reaction Database (ORD), a public repository of structured organic reaction records. describe an organic reaction: reactants, conditions, products, and yield Starting materials: CC1(C)OCC(CONC(=O)c2ccncc2Nc2ccc(I)cc2F)O1, ClCCl, O=C(O)C(F)(F)F. Product: O=C(NOCC(O)CO)c1ccncc1Nc1ccc(I)cc1F. As a reaction SMILES: [CH3:1][C:2]1([CH3:27])[O:3][CH2:4][CH:5]([CH2:7][O:8][NH:9][C:10]([c:11]2[c:12]([NH:17][c:18]3[c:19]([F:25])[cH:20][c:21]([I:24])[cH:22][cH:23]3)[cH:13][n:14][cH:15][cH:16]2)=[O:26])[O:6]1.[Cl:35][CH2:36][Cl:37].[OH:28][C:29]([C:30]([F:31])([F:32])[F:33])=[O:34]>>[OH:3][CH2:4][CH:5]([OH:6])[CH2:7][O:8][NH:9][C:10]([c:11]1[c:12]([NH:17][c:18]2[c:19]([F:25])[cH:20][c:21]([I:24])[cH:22][cH:23]2)[cH:13][n:14][cH:15][cH:16]1)=[O:26]. Reactants: C1=C(C=CC2=CC=CC=C12)O (2-naphthol), BrCCCBr (1,3-dibromopropane), C([O-])([O-])=O.[K+].[K+] (potassium carbonate), [I-].[Na+] (sodium iodide). Solvent: C(C)C(=O)C (methyl ethyl ketone). Product: BrCCCOC1=CC2=CC=CC=C2C=C1 (2-(3-bromopropoxy)naphthalene). Reaction SMILES: [CH:1]1[C:10]2[C:5](=[CH:6][CH:7]=[CH:8][CH:9]=2)[CH:4]=[CH:3][C:2]=1[OH:11].[Br:12][CH2:13][CH2:14][CH2:15]Br.C(=O)([O-])[O-].[K+].[K+].[I-].[Na+]>C(C(C)=O)C>[Br:12][CH2:13][CH2:14][CH2:15][O:11][C:2]1[CH:3]=[CH:4][C:5]2[C:10](=[CH:9][CH:8]=[CH:7][CH:6]=2)[CH:1]=1 |f:2.3.4,5.6|. Procedure: A mixture of 14.5 g (0.1 mole) of 2-naphthol, 30.3 g (0.15 mole) of 1,3-dibromopropane, 15 g of anhydrous potassium carbonate, and 1 g of sodium iodide in 125 ml of methyl ethyl ketone was stirred at reflux for one day. After cooling, the mixture was filtered to remove insolubles and the filtrate was concentrated in vacuo to dryness. The residue was dissolved in dichloromethane, washed twice with 10% aqueous sodium hydroxide, and redried thoroughly in vacuo. The residue was dissolved in hot pent... The reactants are CO, CO, COCCOCN1C(C)=C(C(=O)OC)C(c2cccc([N+](=O)[O-])c2)C(C(=O)OC)=C1C, [K+], [OH-], O, O. The product is COCCOCN1C(C)=C(C(=O)O)C(c2cccc([N+](=O)[O-])c2)C(C(=O)OC)=C1C. RXN SMILES: [CH3:2][OH:3].[CH3:38][OH:39].[CH3:4][O:5][CH2:6][CH2:7][O:8][CH2:9][N:10]1[C:11]([CH3:34])=[C:12]([C:30](=[O:31])[O:32][CH3:33])[CH:13]([c:21]2[cH:22][c:23]([N+:27](=[O:28])[O-:29])[cH:24][cH:25][cH:26]2)[C:14]([C:17](=[O:18])[O:19][CH3:20])=[C:15]1[CH3:16].[K+:36].[OH-:35].[OH2:1].[OH2:37]>>[CH3:4][O:5][CH2:6][CH2:7][O:8][CH2:9][N:10]1[C:11]([CH3:34])=[C:12]([C:30](=[O:31])[OH:32])[CH:13]([c:21]2[cH:22][c:23]([N+:27](=[O:28])[O-:29])[cH:24][cH:25][cH:26]2)[C:14]([C:17](=[O:18])[O:19][CH3:20])=[C:15]1[CH3:16]. Starting materials: BrCCC1=C(C(=O)OC)C=C(C=C1)Cl (methyl 2-(bromoethyl)-5-chlorobenzoate), FC1=C(C=CC=C1F)O (2,3-difluorophenol). Product: ClC=1C=CC(=C(C(=O)OC)C1)COC1=C(C(=CC=C1)F)F (Methyl 5-chloro-2-[(2,3-difluorophenoxy)methyl]benzoate). Reaction SMILES: BrC[CH2:3][C:4]1[CH:13]=[CH:12][C:11]([Cl:14])=[CH:10][C:5]=1[C:6]([O:8][CH3:9])=[O:7].[F:15][C:16]1[C:21]([F:22])=[CH:20][CH:19]=[CH:18][C:17]=1[OH:23]>>[Cl:14][C:11]1[CH:12]=[CH:13][C:4]([CH2:3][O:23][C:17]2[CH:18]=[CH:19][CH:20]=[C:21]([F:22])[C:16]=2[F:15])=[C:5]([CH:10]=1)[C:6]([O:8][CH3:9])=[O:7]. Procedure details: The title compound was prepared according to the procedure described in step 1 of Example 1 from methyl 2-(bromoethyl)-5-chlorobenzoate and 2,3-difluorophenol: Reactants: C(C)(=O)O[BH-](OC(C)=O)OC(C)=O.[Na+] (sodium triacetoxyborohydride), C(C)(C)(C)N (tert-butylamine), C(C)(=O)O (acetic acid), NC1=NC2=CC=C(C=C2C(=N1)C(=O)N1CC2=CC=CC=C2C1)C1=C(C=O)C=C(C=C1)F (2-[2-amino-4-(1,3-dihydroisoindole-2-carbonyl)quinazolin-6-yl]-5-fluorobenzaldehyde). Solvent: ClCCCl (1,2-dichloroethane), O (water), O1CCCC1 (tetrahydrofuran). Run at temperature 60 celsius, time 6 hour. Product: NC1=NC2=CC=C(C=C2C(=N1)C(=O)N1CC2=CC=CC=C2C1)C1=C(C=C(C=C1)F)CNC(C)(C)C ({2-Amino-6-[2-(tert-butylaminomethyl)-4-fluorophenyl]quinazolin-4-yl}-(1,3-dihydroisoindol-2-yl)methanone). As a reaction SMILES: [NH2:1][C:2]1[N:11]=[C:10]([C:12]([N:14]2[CH2:22][C:21]3[C:16](=[CH:17][CH:18]=[CH:19][CH:20]=3)[CH2:15]2)=[O:13])[C:9]2[C:4](=[CH:5][CH:6]=[C:7]([C:23]3[CH:30]=[CH:29][C:28]([F:31])=[CH:27][C:24]=3[CH:25]=O)[CH:8]=2)[N:3]=1.[C:32]([NH2:36])([CH3:35])([CH3:34])[CH3:33].C(O)(=O)C.C(O[BH-](OC(=O)C)OC(=O)C)(=O)C.[Na+]>ClCCCl.O1CCCC1.O>[NH2:1][C:2]1[N:11]=[C:10]([C:12]([N:14]2[CH2:22][C:21]3[C:16](=[CH:17][CH:18]=[CH:19][CH:20]=3)[CH2:15]2)=[O:13])[C:9]2[C:4](=[CH:5][CH:6]=[C:7]([C:23]3[CH:30]=[CH:29][C:28]([F:31])=[CH:27][C:24]=3[CH2:25][NH:36][C:32]([CH3:35])([CH3:34])[CH3:33])[CH:8]=2)[N:3]=1 |f:3.4|. Procedure: 95 mg of 2-[2-amino-4-(1,3-dihydroisoindole-2-carbonyl)quinazolin-6-yl]-5-fluorobenzaldehyde are dissolved in 2 ml of 1,2-dichloroethane and 2 ml of tetrahydrofuran. 34 μl of tert-butylamine and 18 μl of glacial acetic acid are added, and the mixture is stirred at 60° C. for 6 h. After cooling to 25° C., 103 mg of sodium triacetoxyborohydride are added and stirred at 25° C. for a further 12 h. The mixture is poured into water, extracted three times with dichloromethane, and the combined organic ... The reactants are ( b ), C(C)OC(=O)C=1C(=C2C(=CN1)N(C(=C2Br)Br)C2=CC=C(C=C2)OC)O (2,3-dibromo-4-hydroxy-1-(4-methoxy-phenyl)-1H-pyrrolo[2,3-c]pyridine-5-carboxylic acid ethyl ester), FC1=CC=C(N)C=C1 (4-fluoroaniline). Product: C(C)OC(=O)C=1C(=C2C(=CN1)N(C(=C2Br)Br)C2=CC=C(C=C2)F)O (2,3-Dibromo-1-(4-fluoro-phenyl)-4-hydroxy-1H-pyrrolo[2,3-c]pyridine-5-carboxylic acid ethyl ester). RXN SMILES: [CH2:1]([O:3][C:4]([C:6]1[C:7]([OH:25])=[C:8]2[C:14]([Br:15])=[C:13]([Br:16])[N:12]([C:17]3[CH:22]=[CH:21][C:20](OC)=[CH:19][CH:18]=3)[C:9]2=[CH:10][N:11]=1)=[O:5])[CH3:2].[F:26]C1C=CC(N)=CC=1>>[CH2:1]([O:3][C:4]([C:6]1[C:7]([OH:25])=[C:8]2[C:14]([Br:15])=[C:13]([Br:16])[N:12]([C:17]3[CH:22]=[CH:21][C:20]([F:26])=[CH:19][CH:18]=3)[C:9]2=[CH:10][N:11]=1)=[O:5])[CH3:2]. Reported procedure: Prepared similarly according to a reaction sequence in Example 138 steps (a) and (b) for the synthesis of 2,3-dibromo-4-hydroxy-1-(4-methoxy-phenyl)-1H-pyrrolo[2,3-c]pyridine-5-carboxylic acid ethyl ester starting from 4-fluoroaniline. The title compound, ESI MS (m/z): 457 (M+H)+.